Dataset: the Open Reaction Database (ORD), a public repository of structured organic reaction records. Task: describe an organic reaction: reactants, conditions, products, and yield Yields the product OC(CN[C@@H]1CC2=CC(=CC=C2CC1)CCCCCC(=O)O)C1=CC(=C(C=C1)O)CO (6-[(2S)-2-[[(2RS)-2-hydroxy-2-(4-hydroxy-3-hydroxymethylphenyl)ethyl]amino]-1,2,3,4-tetrahydronaphthalen-7-yl]hexanoic acid). Reactants: OC(CN[C@@H]1CC2=CC(=CC=C2CC1)CCCCCC(=O)[O-])C1=CC(=C(C=C1)[O-])CO.[Na+].[Na+] (Disodium 6-[(2S)-2-[[(2RS)-2-hydroxy-2-(3-hydroxymethyl-4-oxidophenyl)ethyl]amino]-1,2,3,4-tetrahydronaphthalen-7-yl]hexanoate), OC(CN[C@@H]1CC2=CC(=CC=C2CC1)CCCCCC(=O)[O-])C1=CC(=C(C=C1)[O-])CO.[Na+].[Na+] (Disodium 6-[(2S)-2-[[(2RS)-2-hydroxy-2-(3-hydroxymethyl-4-oxidophenyl)ethyl]amino]-1,2,3,4-tetrahydronaphthalen-7-yl]hexanoate), Cl (hydrochloric acid). Yield: 66.2%. Reaction SMILES: [OH:1][CH:2]([C:23]1[CH:28]=[CH:27][C:26]([O-:29])=[C:25]([CH2:30][OH:31])[CH:24]=1)[CH2:3][NH:4][C@H:5]1[CH2:14][CH2:13][C:12]2[C:7](=[CH:8][C:9]([CH2:15][CH2:16][CH2:17][CH2:18][CH2:19][C:20]([O-:22])=[O:21])=[CH:10][CH:11]=2)[CH2:6]1.[Na+].[Na+].Cl>O>[OH:1][CH:2]([C:23]1[CH:28]=[CH:27][C:26]([OH:29])=[C:25]([CH2:30][OH:31])[CH:24]=1)[CH2:3][NH:4][C@H:5]1[CH2:14][CH2:13][C:12]2[C:7](=[CH:8][C:9]([CH2:15][CH2:16][CH2:17][CH2:18][CH2:19][C:20]([OH:22])=[O:21])=[CH:10][CH:11]=2)[CH2:6]1 |f:0.1.2|. The solvent is O (water). Reported procedure: Disodium 6-[(2S)-2-[[(2RS)-2-hydroxy-2-(3-hydroxymethyl-4-oxidophenyl)ethyl]amino]-1,2,3,4-tetrahydronaphthalen-7-yl]hexanoate (Compound 11) (20 mg) was dissolved in water (192 μl), and 1 N hydrochloric acid (77 μl) was added to the solution under ice-cooling with stirring. After reaction for 2 hours, the reaction mixture was concentrated in vacuo, and methanol was added to the residue. The insoluble material was filtered off, and the filtrate was concentrated in vacuo. Purification of the resid... Reactants: COC(C1=C(C=CC(=C1)[N+](=O)[O-])CC)=O (Ethyl-5-nitrobenzoic acid methyl ester). Solvent: CO (methanol). Yields the product C(C)C1=C(C(=O)O)C=C(C=C1)[N+](=O)[O-] (2-Ethyl-5-nitrobenzoic Acid). The yield is 48.2%. Reaction SMILES: C[O:2][C:3](=[O:15])[C:4]1[CH:9]=[C:8]([N+:10]([O-:12])=[O:11])[CH:7]=[CH:6][C:5]=1[CH2:13][CH3:14]>CO>[CH2:13]([C:5]1[CH:6]=[CH:7][C:8]([N+:10]([O-:12])=[O:11])=[CH:9][C:4]=1[C:3]([OH:15])=[O:2])[CH3:14]. Procedure details: Ethyl-5-nitrobenzoic acid methyl ester (1.0 g) in methanol/2N sodium hydroxide (60 ml, 1:1) was stirred for 1 h at 60° C. Half the solvent was removed at reduced pressure, the residue diluted with water (20 ml), washed with dichloromethane and the aqueous phase acidified with 2N HCl. The acidic phase was extracted with dichloromethane, the combined extracts dried (MgSO4) and solvent removed at reduced pressure to give the title compound (0.45 g) as a colourless solid. 1H NMR (CDCl3) δ: 1.32 (3H,... Starting materials: CNC(CNC(C1=CC=CC=C1)=O)(C)C (N[2-methylamino-2-methylpropyl]benzamide), BrCC=C(C)C (1-bromo-3-methyl-but-2-ene), [I-].[Na+] (sodium iodide), C([O-])([O-])=O.[Na+].[Na+] (sodium carbonate). The solvent is CC(=O)CC (methylethyl ketone), CC(=O)CC (MEK). The product is CC(CNC(C1=CC=CC=C1)=O)(C)N(CC=C(C)C)C (N[2-methyl-2[methyl(3-methyl-2-butenyl)amino]propyl]benzamide). Yield: 84.1%. As a reaction SMILES: [CH3:1][NH:2][C:3]([CH3:15])([CH3:14])[CH2:4][NH:5][C:6](=[O:13])[C:7]1[CH:12]=[CH:11][CH:10]=[CH:9][CH:8]=1.BrC[CH:18]=[C:19]([CH3:21])[CH3:20].[C:22](=O)([O-])[O-].[Na+].[Na+].[I-].[Na+]>CC(CC)=O>[CH3:14][C:3]([N:2]([CH3:22])[CH2:1][CH:18]=[C:19]([CH3:21])[CH3:20])([CH3:15])[CH2:4][NH:5][C:6](=[O:13])[C:7]1[CH:12]=[CH:11][CH:10]=[CH:9][CH:8]=1 |f:2.3.4,5.6|. Procedure details: A solution of N[2-methylamino-2-methylpropyl]benzamide (1 g., 0.0052 mole) in methylethyl ketone (MEK) (25 ml.) was added to a solution of 1-bromo-3-methyl-but-2-ene (0.78 g., 0.0052 mole) in MEK (40 ml.) containing sodium carbonate (0.55 g., 0.0052 mole) and a few crystals of sodium iodide. The mixture was heated under reflux for 30 hrs. The inorganic solids were filtered off and the filtrant concentrated by evaporation under reduced pressure to give a liquid residue. This was loaded onto an al... The reactants are ICCCC(C)([N+](=O)[O-])C (1-iodo-4-methyl-4-nitro-pentane), COC1=CC=CC2=C1N(C(N2)=O)C(=O)OCC (ethyl 7-methoxy-2-oxo-2,3-dihydro-benzimidazol-1-carboxylate), [OH-].[K+] (potassium hydroxide), ice. The solvent is CN(C)C=O (DMF), CN(C)C=O (DMF), O (water). Run at time 8 hour. Yields the product COC1=CC=CC=2N(C(NC21)=O)CCC(C)([N+](=O)[O-])C (4-methoxy-1-(3-methyl-3-nitro-butyl)-1,3-dihydro-benzimidazol-2-one). RXN SMILES: [CH3:1][O:2][C:3]1[C:8]2[N:9](C(OCC)=O)[C:10](=[O:12])[NH:11][C:7]=2[CH:6]=[CH:5][CH:4]=1.[OH-].[K+].IC[CH2:22][CH2:23][C:24]([CH3:29])([N+:26]([O-:28])=[O:27])[CH3:25]>CN(C=O)C.O>[CH3:1][O:2][C:3]1[C:8]2[NH:9][C:10](=[O:12])[N:11]([CH2:22][CH2:23][C:24]([CH3:29])([N+:26]([O-:28])=[O:27])[CH3:25])[C:7]=2[CH:6]=[CH:5][CH:4]=1 |f:1.2|. Reported procedure: 4.0 g (17 mmol) ethyl 7-methoxy-2-oxo-2,3-dihydro-benzimidazol-1-carboxylate in DMF are combined with 85% potassium hydroxide solution (3.3 g, 51 mmol) while being cooled with the ice bath. After 30 minutes a solution of 5.2 g (21 mmol) 1-iodo-4-methyl-4-nitro-pentane in DMF is added and the mixture is stirred overnight at ambient temperature. The reaction mixture is diluted with water and extracted with ethyl acetate. The combined organic phases are washed with water, dried and freed from the s... The reactants are ClC1=C(C=C(C=C1)C(CC(C)=O)=O)[N+](=O)[O-] (1-(4-chloro-3-nitrophenyl)-1,3-butanedione), C=C1N2CCC(C1=O)CC2 (2-methylene-3-quinuclidinone). Solvent: CC(=O)C (acetone). Product: Cl.ClC1=C(C=C(C=C1)C(C(C(C)=O)CC1N2CCC(C1=O)CC2)=O)[N+](=O)[O-] (1-(4-Chloro-3-nitrophenyl)-2-[(3-oxo-1-azabicyclo[2.2.2]oct-2-yl)methyl]-1,3-butanedione hydrochloride). Reaction SMILES: [Cl:1][C:2]1[CH:7]=[CH:6][C:5]([C:8](=[O:13])[CH2:9][C:10](=[O:12])[CH3:11])=[CH:4][C:3]=1[N+:14]([O-:16])=[O:15].[CH2:17]=[C:18]1[C:23](=[O:24])[CH:22]2[CH2:25][CH2:26][N:19]1[CH2:20][CH2:21]2>CC(C)=O>[ClH:1].[Cl:1][C:2]1[CH:7]=[CH:6][C:5]([C:8](=[O:13])[CH:9]([CH2:17][CH:18]2[C:23](=[O:24])[CH:22]3[CH2:25][CH2:26][N:19]2[CH2:20][CH2:21]3)[C:10](=[O:12])[CH3:11])=[CH:4][C:3]=1[N+:14]([O-:16])=[O:15] |f:3.4|. Reported procedure: In a manner similar to Example XXV react 1-(4-chloro-3-nitrophenyl)-1,3-butanedione with 2-methylene-3-quinuclidinone in acetone to provide the title compound. The reactants are O1CCC(CC1)C=1C=C(C(=NC1)N)B1OC(C(O1)(C)C)(C)C (5-(tetrahydro-2H-pyran-4-yl)-3-(4,4,5,5-tetramethyl-1,3,2-dioxaborolan-2-yl)pyridin-2-amine), ClC1=CC(=C(C(=O)OC)C(=C1)F)C#N (methyl 4-chloro-2-cyano-6-fluorobenzoate), CC(C)C1=CC(=C(C(=C1)C(C)C)C2=C(C=CC=C2)P(C3CCCCC3)C4CCCCC4)C(C)C (XPhos), C(=O)(O)[O-].[Na+] (NaHCO3). Reagents/catalysts: C=1C=CC(=CC1)/C=C/C(=O)/C=C/C2=CC=CC=C2.C=1C=CC(=CC1)/C=C/C(=O)/C=C/C2=CC=CC=C2.C=1C=CC(=CC1)/C=C/C(=O)/C=C/C2=CC=CC=C2.[Pd].[Pd] (Pd2(dba)3). Solvent: CCOC(=O)C (EtOAc), O (Water), O (H2O), COCCOC (DME). Conditions: temperature 100 celsius. The product is NC1=NC=C(C=C1C1=CC(=C(C(=O)OC)C(=C1)F)C#N)C1CCOCC1 (Methyl 4-(2-amino-5-(tetrahydro-2H-pyran-4-yl)pyridin-3-yl)-2-cyano-6-fluorobenzoate). Isolated yield 36.5%. As a reaction SMILES: [O:1]1[CH2:6][CH2:5][CH:4]([C:7]2[CH:8]=[C:9](B3OC(C)(C)C(C)(C)O3)[C:10]([NH2:13])=[N:11][CH:12]=2)[CH2:3][CH2:2]1.Cl[C:24]1[CH:33]=[C:32]([F:34])[C:27]([C:28]([O:30][CH3:31])=[O:29])=[C:26]([C:35]#[N:36])[CH:25]=1.CC(C1C=C(C(C)C)C(C2C=CC=CC=2P(C2CCCCC2)C2CCCCC2)=C(C(C)C)C=1)C.C([O-])(O)=O.[Na+]>C1C=CC(/C=C/C(/C=C/C2C=CC=CC=2)=O)=CC=1.C1C=CC(/C=C/C(/C=C/C2C=CC=CC=2)=O)=CC=1.C1C=CC(/C=C/C(/C=C/C2C=CC=CC=2)=O)=CC=1.[Pd].[Pd].CCOC(C)=O.O.COCCOC>[NH2:13][C:10]1[C:9]([C:24]2[CH:33]=[C:32]([F:34])[C:27]([C:28]([O:30][CH3:31])=[O:29])=[C:26]([C:35]#[N:36])[CH:25]=2)=[CH:8][C:7]([CH:4]2[CH2:3][CH2:2][O:1][CH2:6][CH2:5]2)=[CH:12][N:11]=1 |f:3.4,5.6.7.8.9|. Reported procedure: To a 2 mL microwave vial were added 5-(tetrahydro-2H-pyran-4-yl)-3-(4,4,5,5-tetramethyl-1,3,2-dioxaborolan-2-yl)pyridin-2-amine (638 mg, 1.049 mmol), methyl 4-chloro-2-cyano-6-fluorobenzoate (140 mg, 0.655 mmol), Pd2(dba)3 (30.0 mg, 0.033 mmol), XPhos (31.2 mg, 0.066 mmol), NaHCO3 (275 mg, 3.28 mmol), DME (3 mL) and H2O (1.5 mL). The solution was heated under microwave at 100° C. for 15 min. Water and EtOAc were added and the aqueous layer was extracted three times with EtOAc. The organic layers...